Dataset: the Open Reaction Database (ORD), a public repository of structured organic reaction records. Task: describe an organic reaction: reactants, conditions, products, and yield Reactants: C(C(C)(C)C)(=O)OCI (iodomethyl pivalate), O[C@H](C)[C@@H]1[C@@H]2N(C(=C(C2)C=2N3C(SC2)=CN=C3)C(=O)O)C1=O ((5R,6S)-6-((1R)-1-hydroxyethyl)-2-(imidazo[5,1-b]thiazol-3-yl)-1-carbapen-2-em-3-carboxylic acid), O (water), C(O)([O-])=O.[Na+] (sodium hydrogen carbonate). The solvent is CN(C)C=O (DMF), C(C)(=O)OCC (ethyl acetate). Conditions: time 1 hour. The product is O[C@H](C)[C@@H]1[C@@H]2N(C(=C(C2)C=2N3C(SC2)=CN=C3)C(=O)OCOC(C(C)(C)C)=O)C1=O (pivaloyloxymethyl (5R,6S)-6-((1R)-1-hydroxyethyl)-2-(imidazo[5,1-b]thiazol-3-yl)-1-carbapen-2-em-3-carboxylate). RXN SMILES: [OH:1][C@@H:2]([C@H:4]1[C:21](=[O:22])[N:6]2[C:7]([C:18]([OH:20])=[O:19])=[C:8]([C:10]3[N:11]4[CH:17]=[N:16][CH:15]=[C:12]4[S:13][CH:14]=3)[CH2:9][C@H:5]12)[CH3:3].O.C(=O)([O-])O.[Na+].[C:29]([O:35][CH2:36]I)(=[O:34])[C:30]([CH3:33])([CH3:32])[CH3:31]>CN(C=O)C.C(OCC)(=O)C>[OH:1][C@@H:2]([C@H:4]1[C:21](=[O:22])[N:6]2[C:7]([C:18]([O:20][CH2:36][O:35][C:29](=[O:34])[C:30]([CH3:33])([CH3:32])[CH3:31])=[O:19])=[C:8]([C:10]3[N:11]4[CH:17]=[N:16][CH:15]=[C:12]4[S:13][CH:14]=3)[CH2:9][C@H:5]12)[CH3:3] |f:2.3|. Procedure: To a suspension of 42.1 mg of (5R,6S)-6-((1R)-1-hydroxyethyl)-2-(imidazo[5,1-b]thiazol-3-yl)-1-carbapen-2-em-3-carboxylic acid 10 ml of water was added 1.3 ml of a 0.1 N aqueous sodium hydrogen carbonate solution, and the mixture was stirred at room temperature for 1 hour to form a solution, which was then lyophilized. The lyophilized product was dissolved in 1 ml of dry DMF, 0.034 ml of iodomethyl pivalate was added under the atmosphere of argon at −30° C., and the mixture was stirred for 1.5 h... Reactants: ClCCCl, Oc1cccc(N2CCCC2)c1, O=C1OC(=O)c2ccccc21. The product is O=C(O)c1ccccc1C(=O)c1ccc(N2CCCC2)cc1O. RXN SMILES: [Cl:24][CH2:25][CH2:26][Cl:27].[N:12]1([c:17]2[cH:18][c:19]([OH:23])[cH:20][cH:21][cH:22]2)[CH2:13][CH2:14][CH2:15][CH2:16]1.[O:1]=[C:2]1[O:3][C:4](=[O:5])[c:6]2[cH:7][cH:8][cH:9][cH:10][c:11]21>>[O:1]=[C:2]([OH:3])[c:11]1[c:6]([C:4](=[O:5])[c:20]2[c:19]([OH:23])[cH:18][c:17]([N:12]3[CH2:13][CH2:14][CH2:15][CH2:16]3)[cH:22][cH:21]2)[cH:7][cH:8][cH:9][cH:10]1. Reactants: CC(C)(C)OC(=O)C(C)(C)c1ncc(Br)s1, O=C([O-])[O-], Cc1cc(Nc2nccc(C(F)(F)F)n2)cc(B2OC(C)(C)C(C)(C)O2)c1, [Na+], [Na+], C1COCCO1, O. The product is Cc1cc(Nc2nccc(C(F)(F)F)n2)cc(-c2cnc(C(C)(C)C(=O)OC(C)(C)C)s2)c1. Reaction SMILES: [Br:1][c:2]1[cH:3][n:4][c:5]([C:7]([C:8](=[O:9])[O:10][C:11]([CH3:12])([CH3:13])[CH3:14])([CH3:15])[CH3:16])[s:6]1.[C:50](=[O:51])([O-:52])[O-:53].[CH3:17][c:18]1[cH:19][c:20]([NH:33][c:34]2[n:35][cH:36][cH:37][c:38]([C:40]([F:41])([F:42])[F:43])[n:39]2)[cH:21][c:22]([B:24]2[O:25][C:26]([CH3:27])([CH3:28])[C:29]([CH3:30])([CH3:31])[O:32]2)[cH:23]1.[Na+:54].[Na+:55].[O:44]1[CH2:45][CH2:46][O:47][CH2:48][CH2:49]1.[OH2:56]>>[c:2]1(-[c:22]2[cH:21][c:20]([NH:33][c:34]3[n:35][cH:36][cH:37][c:38]([C:40]([F:41])([F:42])[F:43])[n:39]3)[cH:19][c:18]([CH3:17])[cH:23]2)[cH:3][n:4][c:5]([C:7]([C:8](=[O:9])[O:10][C:11]([CH3:12])([CH3:13])[CH3:14])([CH3:15])[CH3:16])[s:6]1.